This data is from the Open Reaction Database (ORD), a public repository of structured organic reaction records. The task is: describe an organic reaction: reactants, conditions, products, and yield The reactants are O (H2O), [F-].[K+] (KF), ClC1=CC=C(C=C1)C(C#C)(CC)N1C=CC2=C(C=CC=C12)N(S(=O)(=O)C)COCC[Si](C)(C)C (N-(1-(3-(4-chlorophenyl)pent-1-yn-3-yl)-1H-indol-4-yl)-N-((2-(trimethylsilyl)ethoxy)methyl) methanesulfonamide), [Si](C)(C)(C)C(F)(F)F (TMSCF3). Reagents/catalysts: [Cu]I (CuI). Solvent: CN(C)C=O (DMF), CN(C)C=O (DMF). Reaction conditions: time 1 hour. The product is ClC1=CC=C(C=C1)C(CC)(C#CC(F)(F)F)N1C=CC2=C(C=CC=C12)N(S(=O)(=O)C)COCC[Si](C)(C)C (N-(1-(3-(4-chlorophenyl)-6,6,6-trifluorohex-4-yn-3-yl)-1H-indol-4-yl)-N-((2-(trimethylsilyl)ethoxy)methyl)methanesulfonamide). RXN SMILES: O.[F-].[K+].[Si]([C:8]([F:11])([F:10])[F:9])(C)(C)C.[Cl:12][C:13]1[CH:18]=[CH:17][C:16]([C:19]([N:24]2[C:32]3[C:27](=[C:28]([N:33]([CH2:38][O:39][CH2:40][CH2:41][Si:42]([CH3:45])([CH3:44])[CH3:43])[S:34]([CH3:37])(=[O:36])=[O:35])[CH:29]=[CH:30][CH:31]=3)[CH:26]=[CH:25]2)([CH2:22][CH3:23])[C:20]#[CH:21])=[CH:15][CH:14]=1>CN(C=O)C.[Cu]I>[Cl:12][C:13]1[CH:18]=[CH:17][C:16]([C:19]([N:24]2[C:32]3[C:27](=[C:28]([N:33]([CH2:38][O:39][CH2:40][CH2:41][Si:42]([CH3:45])([CH3:44])[CH3:43])[S:34]([CH3:37])(=[O:36])=[O:35])[CH:29]=[CH:30][CH:31]=3)[CH:26]=[CH:25]2)([C:22]#[C:23][C:8]([F:11])([F:10])[F:9])[CH2:20][CH3:21])=[CH:15][CH:14]=1 |f:1.2|. Reported procedure: A three-neck round-bottom flask was charged with CuI (38 mg, 0.2 mmol), Phen.H2O (40 mg, 0.2 mmol), KF (58 mg, 1.0 mmol) and stirring bar. The flask was dried at 130° C. in vacuo for 3 h. After cooling to RT, the flask was backfilled with air and TMSCF3 (142 mg, 1.0 mmol), DMF (2 mL) was added. Then the flask was heated to 130° C. for 30 min. A solution of N-(1-(3-(4-chlorophenyl)pent-1-yn-3-yl)-1H-indol-4-yl)-N-((2-(trimethylsilyl)ethoxy)methyl) methanesulfonamide (102 mg, 0.2 mmol, enantiomer ... Starting materials: FC=1C=C(C=CC1C1=NN(C=N1)COCC[Si](C)(C)C)C=1C=NN2C1N=C(C=C2)N2C(O[C@H]1[C@@H]2C=2C=CC=CC2C1)=O ((3aS,8aR)-3-(3-(3-fluoro-4-(1-((2-(trimethylsilyl)ethoxy)methyl)-1H-1,2,4-triazol-3-yl)phenyl)pyrazolo[1,5-a]pyrimidin-5-yl)-3,3a,8,8a-tetrahydro-2H-indeno[1,2-d]oxazol-2-one), C(=O)(C(F)(F)F)O (TFA). The solvent is C(Cl)Cl (DCM). Conditions: time 6 hour. Product: FC=1C=C(C=CC1C1=NNC=N1)C=1C=NN2C1N=C(C=C2)N2C(O[C@H]1[C@@H]2C=2C=CC=CC2C1)=O ((3aS,8aR)-3-(3-(3-fluoro-4-(1H-1,2,4-triazol-3-yl)phenyl)pyrazolo[1,5-a]pyrimidin-5-yl)-3,3a,8,8a-tetrahydro-2H-indeno[1,2-d]oxazol-2-one). Yield: 10.0%. As a reaction SMILES: [F:1][C:2]1[CH:3]=[C:4]([C:21]2[CH:22]=[N:23][N:24]3[CH:29]=[CH:28][C:27]([N:30]4[C@H:34]5[C:35]6[CH:36]=[CH:37][CH:38]=[CH:39][C:40]=6[CH2:41][C@H:33]5[O:32][C:31]4=[O:42])=[N:26][C:25]=23)[CH:5]=[CH:6][C:7]=1[C:8]1[N:12]=[CH:11][N:10](COCC[Si](C)(C)C)[N:9]=1.C(O)(C(F)(F)F)=O>C(Cl)Cl>[F:1][C:2]1[CH:3]=[C:4]([C:21]2[CH:22]=[N:23][N:24]3[CH:29]=[CH:28][C:27]([N:30]4[C@H:34]5[C:35]6[CH:36]=[CH:37][CH:38]=[CH:39][C:40]=6[CH2:41][C@H:33]5[O:32][C:31]4=[O:42])=[N:26][C:25]=23)[CH:5]=[CH:6][C:7]=1[C:8]1[N:12]=[CH:11][NH:10][N:9]=1. Procedure details: To (3aS,8aR)-3-(3-(3-fluoro-4-(1-((2-(trimethylsilyl)ethoxy)methyl)-1H-1,2,4-triazol-3-yl)phenyl)pyrazolo[1,5-a]pyrimidin-5-yl)-3,3a,8,8a-tetrahydro-2H-indeno[1,2-d]oxazol-2-one (45 mg, 0.077 mmol) in DCM (5 mL) was added TFA (1 mL) and the reaction was stirred at ambient temperature for 6 hours. The reaction was concentrated to dryness and the residue dissolved in MeOH and added to 2N HCl in ether. After concentration, the residue was purified by reverse phase chromatography (SP4, 12M, water/CH... Starting materials: COC(=O)Nc1nc2cc(C(Br)c3ccc(F)cc3)ccc2[nH]1, Br, Cc1ncc[nH]1, CN(C)C=O, O. Yields the product COC(=O)Nc1nc2cc(C(c3ccc(F)cc3)n3ccnc3C)ccc2[nH]1. As a reaction SMILES: [Br:2][CH:3]([c:4]1[cH:5][c:6]2[c:7]([nH:8][c:9]([NH:11][C:12]([O:13][CH3:14])=[O:15])[n:10]2)[cH:16][cH:17]1)[c:18]1[cH:19][cH:20][c:21]([F:24])[cH:22][cH:23]1.[BrH:1].[CH3:25][c:26]1[nH:27][cH:28][cH:29][n:30]1.[CH3:31][N:32]([CH3:33])[CH:34]=[O:35].[OH2:36]>>[CH:3]([c:4]1[cH:5][c:6]2[c:7]([nH:8][c:9]([NH:11][C:12]([O:13][CH3:14])=[O:15])[n:10]2)[cH:16][cH:17]1)([c:18]1[cH:19][cH:20][c:21]([F:24])[cH:22][cH:23]1)[n:27]1[c:26]([CH3:25])[n:30][cH:29][cH:28]1.